Dataset: the Open Reaction Database (ORD), a public repository of structured organic reaction records. Task: describe an organic reaction: reactants, conditions, products, and yield Reactants: [OH-].[Na+] (NaOH), COC(CC1=CSC2=C1C(=CC(=C2)OCC=2C(=NC(=CC2)C)C)Cl)=O (methyl(4-chloro-6-((2,6-dimethylpyridin-3-yl)methoxy)-1-benzothiophen-3-yl)acetate), Cl (HCl). The solvent is C1CCOC1 (THF). Reaction conditions: time 12 hour. The product is ClC1=CC(=CC2=C1C(=CS2)CC(=O)O)OCC=2C(=NC(=CC2)C)C ((4-Chloro-6-((2,6-dimethylpyridin-3-yl)methoxy)-1-benzothiophen-3-yl)acetic acid). Isolated yield 70.5%. As a reaction SMILES: C[O:2][C:3](=[O:25])[CH2:4][C:5]1[C:9]2[C:10]([Cl:24])=[CH:11][C:12]([O:14][CH2:15][C:16]3[C:17]([CH3:23])=[N:18][C:19]([CH3:22])=[CH:20][CH:21]=3)=[CH:13][C:8]=2[S:7][CH:6]=1.[OH-].[Na+].Cl>C1COCC1>[Cl:24][C:10]1[C:9]2[C:5]([CH2:4][C:3]([OH:25])=[O:2])=[CH:6][S:7][C:8]=2[CH:13]=[C:12]([O:14][CH2:15][C:16]2[C:17]([CH3:23])=[N:18][C:19]([CH3:22])=[CH:20][CH:21]=2)[CH:11]=1 |f:1.2|. Procedure details: To a mixture of methyl(4-chloro-6-((2,6-dimethylpyridin-3-yl)methoxy)-1-benzothiophen-3-yl)acetate (140 mg) and THF (1 mL) was added 1N NaOH (1 mL) at room temperature. The mixture was stirred at room temperature for 12 h. The mixture was neutralized with 1N HCl at room temperature and extracted with EtOAc. The organic layer was separated, washed with brine, dried over MgSO4 and concentrated in vacuo. The residual solid was crystallized from EtOAc to give the title compound (95 mg).